This data is from the Open Reaction Database (ORD), a public repository of structured organic reaction records. The task is: describe an organic reaction: reactants, conditions, products, and yield Procedure details: The same method as in Example 3 was conducted using 2,7-dimethyl-5,6,7,8-tetrahydro-4H-furo[2,3-c]azepin-4-ol (Reference Example 20) instead of 6-methyl-4,5,6,7-tetrahydrothieno[2,3-c]pyridin-4-ol (Reference Example 6) and was conducted using 3,4-dichloro-1-fluorobenzene instead of 1,3-difluorobenzene to give the objective compound. RXN SMILES: [CH3:1][C:2]1[O:13][C:5]2[CH2:6][N:7]([CH3:12])[CH2:8][CH2:9][CH:10]([OH:11])[C:4]=2[CH:3]=1.[Cl:14][C:15]1[CH:16]=[C:17](F)[CH:18]=[CH:19][C:20]=1[Cl:21]>>[ClH:14].[Cl:14][C:15]1[CH:16]=[C:17]([O:11][CH:10]2[CH2:9][CH2:8][N:7]([CH3:12])[CH2:6][C:5]3[O:13][C:2]([CH3:1])=[CH:3][C:4]2=3)[CH:18]=[CH:19][C:20]=1[Cl:21] |f:2.3|. The reactants are CC1=CC2=C(CN(CCC2O)C)O1 (2,7-dimethyl-5,6,7,8-tetrahydro-4H-furo[2,3-c]azepin-4-ol), ClC=1C=C(C=CC1Cl)F (3,4-dichloro-1-fluorobenzene). The product is Cl.ClC=1C=C(C=CC1Cl)OC1C2=C(CN(CC1)C)OC(=C2)C (4-(3,4-Dichlorophenyloxy)-2,7-dimethyl-5,6,7,8-tetrahydro-4H-furo[2,3-c]azepine hydrochloride). Starting materials: C(C)(C)(C)OC(=O)C1=NC=CC(=C1)OC1=CC2=C(N(C(=N2)NC2=CC(=C(C=C2)Cl)C(F)(F)F)C)C=C1 (tert-butyl4-(2-{[4-chloro-3-(trifluoromethyl)phenyl]amino)-1-methylbenzimidazol-5-yloxy)pyridine-2-carboxylate), C(C)(C)(C)OC(=O)C1=NC=CC(=C1)OC1=CC(=C(C=C1)NC)N (tert-butyl4-[3-amino-4-(methylamino)phenoxy]pyridine-2-carboxylate), NC(=S)N (thiourea), IC (iodomethane), FC(C(=O)O)(F)F (trifluoroacetic acid). Solvent: CO (methanol), C(Cl)Cl (methylene chloride). Conditions: time 16 hour. Product: ClC1=C(C=C(C=C1)NC1=NC2=C(N1C)C=CC(=C2)OC2(NC=CC=C2)C(=O)O)C(F)(F)F (2-{[4-chloro-3-(trifluoromethyl)phenylamino)-1-methylbenzimidazol-5-yloxy)pyridine-2-carboxylic acid). RXN SMILES: C([O:5][C:6]([C:8]1[CH:13]=[C:12](OC2C=CC(NC)=C(N)C=2)[CH:11]=[CH:10][N:9]=1)=[O:7])(C)(C)C.NC(N)=S.IC.C(OC(C1C=C([O:43][C:44]2[CH:65]=[CH:64][C:47]3[N:48]([CH3:63])[C:49]([NH:51][C:52]4[CH:57]=[CH:56][C:55]([Cl:58])=[C:54]([C:59]([F:62])([F:61])[F:60])[CH:53]=4)=[N:50][C:46]=3[CH:45]=2)C=CN=1)=O)(C)(C)C.FC(F)(F)C(O)=O>CO.C(Cl)Cl>[Cl:58][C:55]1[CH:56]=[CH:57][C:52]([NH:51][C:49]2[N:48]([CH3:63])[C:47]3[CH:64]=[CH:65][C:44]([O:43][C:8]4([C:6]([OH:7])=[O:5])[CH:13]=[CH:12][CH:11]=[CH:10][NH:9]4)=[CH:45][C:46]=3[N:50]=2)=[CH:53][C:54]=1[C:59]([F:62])([F:61])[F:60]. Reported procedure: To tert-butyl4-[3-amino-4-(methylamino)phenoxy]pyridine-2-carboxylate (1 eq) in methanol was added 4-chloro-3-(trifluoromethyl)benzeneisothiocyanate (1 eq) and stir at ambient temperature for 16 h. Formation of the corresponding thiourea was followed by LC/MS. To it was then added iodomethane (1 eq) and heated to 60° C. for 2 h. Formation of tert-butyl4-(2-{[4-chloro-3-(trifluoromethyl)phenyl]amino)-1-methylbenzimidazol-5-yloxy)pyridine-2-carboxylate was followed by LC/MS. To it in methylene chl... Procedure details: A solution of 0.76 g of metallic sodium in 15 ml of ethanol is added to a mixture of 6.6 g of 7-cyanomethyl-5H-[1]benzopyrano[2,3-b]pyridine and 46 ml of diethyl carbonate, and the whole mixture is refluxed for 1 hour. After cooling, 5.2 g of methyl iodide is added to the reaction mixture. The temperature of the mixture is raised gradually, and the mixture is refluxed for 2 hours. The excess diethyl carbonate is distilled off, and toluene is added to the residue. The mixture is washed with water... The reactants are [Na] (sodium), C(#N)CC=1C=CC2=C(CC=3C(=NC=CC3)O2)C1 (7-cyanomethyl-5H-[1]benzopyrano[2,3-b]pyridine), C(OCC)(OCC)=O (diethyl carbonate), CI (methyl iodide). Yields the product C(#N)C(C(=O)OCC)(C)C=1C=CC2=C(CC=3C(=NC=CC3)O2)C1 (ethyl 2-cyano-2-(5H-[1]benzopyrano-[2,3-b]pyridin-7-yl)propionate). RXN SMILES: [Na].[C:2]([CH2:4][C:5]1[CH:6]=[CH:7][C:8]2[O:17][C:12]3=[N:13][CH:14]=[CH:15][CH:16]=[C:11]3[CH2:10][C:9]=2[CH:18]=1)#[N:3].[C:19](=O)([O:23]CC)[O:20][CH2:21][CH3:22].[CH3:27]I>C(O)C>[C:2]([C:4]([C:5]1[CH:6]=[CH:7][C:8]2[O:17][C:12]3=[N:13][CH:14]=[CH:15][CH:16]=[C:11]3[CH2:10][C:9]=2[CH:18]=1)([CH3:27])[C:19]([O:20][CH2:21][CH3:22])=[O:23])#[N:3] |^1:0|. Run in C(C)O (ethanol). The reactants are ClC=1OC(=CN1)C1=CC=CC(=N1)NC1=NC=CC(=C1)C ([6-(2-chloro-oxazol-5-yl)-pyridin-2-yl]-(4-methyl-pyridin-2-yl)-amine), CC1=CC(=NC=C1)NC1=NC(=CC=C1)C1=CN=CO1 ((4-methyl-pyridin-2-yl)-(6-oxazol-5-yl-pyridin-2-yl)-amine), [Li+].C[Si](C)(C)[N-][Si](C)(C)C (LiHMDS), IC(C)I (diiodoethane). The solvent is C1CCOC1 (THF). Yields the product IC=1OC(=CN1)C1=CC=CC(=N1)NC1=NC=CC(=C1)C ([6-(2-iodo-oxazol-5-yl)-pyridin-2-yl]-(4-methyl-pyridin-2-yl)-amine). The yield is 41.0%. Reaction SMILES: Cl[C:2]1[O:3][C:4]([C:7]2[N:12]=[C:11]([NH:13][C:14]3[CH:19]=[C:18]([CH3:20])[CH:17]=[CH:16][N:15]=3)[CH:10]=[CH:9][CH:8]=2)=[CH:5][N:6]=1.CC1C=CN=C(NC2C=CC=C(C3OC=NC=3)N=2)C=1.[Li+].C[Si]([N-][Si](C)(C)C)(C)C.[I:50]C(I)C>C1COCC1>[I:50][C:2]1[O:3][C:4]([C:7]2[N:12]=[C:11]([NH:13][C:14]3[CH:19]=[C:18]([CH3:20])[CH:17]=[CH:16][N:15]=3)[CH:10]=[CH:9][CH:8]=2)=[CH:5][N:6]=1 |f:2.3|. Procedure details: The 2-iodooxazole derivative was prepared as for [6-(2-chloro-oxazol-5-yl)-pyridin-2-yl]-(4-methyl-pyridin-2-yl)-amine above from (4-methyl-pyridin-2-yl)-(6-oxazol-5-yl-pyridin-2-yl)-amine with LiHMDS (1M solution in THF) and diiodoethane in anhydrous THF to give the title compound as a yellow solid (41%) after purification by column chromatography on SiO2 eluting with 40% EtOAc in cyclohexane. 1H NMR (300 MHz, DMSO-d6) δ=9.81 (s, 1H), 8.10 (d, J=5.0 Hz, 1H), 7.84-7.51 (m, 4H), 7.23 (d, J=7.2 Hz... The reactants are C1(=CC=CC=C1)C1(CCNCC1)C1=CC=CC=C1 (4,4-diphenylpiperidine), BrCCCO (3-bromopropanol), C([O-])([O-])=O.[K+].[K+] (potassium carbonate), [I-].[K+] (potassium iodide). Solvent: C(CCC)O (1-butanol), O1CCOCC1 (dioxane). Product: C1(=CC=CC=C1)C1(CCN(CC1)CCCO)C1=CC=CC=C1 (3-(4,4-Diphenylpiperid-1-yl)-propanol). As a reaction SMILES: [C:1]1([C:7]2([C:13]3[CH:18]=[CH:17][CH:16]=[CH:15][CH:14]=3)[CH2:12][CH2:11][NH:10][CH2:9][CH2:8]2)[CH:6]=[CH:5][CH:4]=[CH:3][CH:2]=1.Br[CH2:20][CH2:21][CH2:22][OH:23].C(=O)([O-])[O-].[K+].[K+].[I-].[K+]>C(O)CCC.O1CCOCC1>[C:1]1([C:7]2([C:13]3[CH:18]=[CH:17][CH:16]=[CH:15][CH:14]=3)[CH2:8][CH2:9][N:10]([CH2:20][CH2:21][CH2:22][OH:23])[CH2:11][CH2:12]2)[CH:2]=[CH:3][CH:4]=[CH:5][CH:6]=1 |f:2.3.4,5.6|. Procedure details: 40 g of 4,4-diphenylpiperidine, 24.7 g of 3-bromopropanol, 116.4 g of powdered potassium carbonate and about 1 g of potassium iodide are heated at the boiling point under reflux and with vigorous stirring in 500 ml of a 1:1 mixture of dioxane and 1-butanol for about 48 hours. After cooling, the mixture is filtered and the filtrate is concentrated. The oily residue is taken up in ethyl acetate, and the solution is filtered again. After the filtrate has been concentrated to dryness, the title prod... Reactants: [OH-].[Na+] (NaOH), C(C)OC(=O)C=1NC(=CC1)CCCC1=CC=CC=C1 (5-(3-phenylpropyl)-1H-pyrrole-2-carboxylic acid ethyl ester). Solvent: CO (MeOH). Yields the product C1(=CC=CC=C1)CCCC1=CC=C(N1)C(=O)O (5-(3-phenylpropyl)-1H-pyrrole-2-carboxylic acid). RXN SMILES: [OH-].[Na+].C([O:5][C:6]([C:8]1[NH:9][C:10]([CH2:13][CH2:14][CH2:15][C:16]2[CH:21]=[CH:20][CH:19]=[CH:18][CH:17]=2)=[CH:11][CH:12]=1)=[O:7])C>CO>[C:16]1([CH2:15][CH2:14][CH2:13][C:10]2[NH:9][C:8]([C:6]([OH:7])=[O:5])=[CH:12][CH:11]=2)[CH:17]=[CH:18][CH:19]=[CH:20][CH:21]=1 |f:0.1|. Procedure: Freshly prepared aq. NaOH (10 M in H2O, 1.22 mmol) was added to a stirring, room temperature solution of 5-(3-phenylpropyl)-1H-pyrrole-2-carboxylic acid ethyl ester (85) (0.0629 g, 0.244 mmol) in MeOH (0.61 mL, 0.4 M) under N2. The reaction was heated to reflux until the reaction was judged complete by HPLC. The product was concentrated and then 2 mL of diethyl ether and 2 mL of H2O were added. The organic layer was removed and discarded, then 2 mL of diethyl ether was added, and 10% aq. HCl was... Reactants: [Al+3], CCCn1c(CC)ccc1C(=O)c1cccc(N)c1, [H-], [H-], [H-], [H-], [Li+], C1CCOC1. Product: CCCn1c(CC)ccc1C(O)c1cccc(N)c1. As a reaction SMILES: [Al+3:2].[CH2:7]([CH2:8][CH3:9])[n:10]1[c:11]([C:17]([c:18]2[cH:19][c:20]([NH2:24])[cH:21][cH:22][cH:23]2)=[O:25])[cH:12][cH:13][c:14]1[CH2:15][CH3:16].[H-:1].[H-:4].[H-:5].[H-:6].[Li+:3].[O:26]1[CH2:27][CH2:28][CH2:29][CH2:30]1>>[CH2:7]([CH2:8][CH3:9])[n:10]1[c:11]([CH:17]([c:18]2[cH:19][c:20]([NH2:24])[cH:21][cH:22][cH:23]2)[OH:25])[cH:12][cH:13][c:14]1[CH2:15][CH3:16].